This data is from the Open Reaction Database (ORD), a public repository of structured organic reaction records. The task is: describe an organic reaction: reactants, conditions, products, and yield The reactants are CCCCP(CCCC)CCCC, OCc1ccnc(Cl)c1, CC(C)OC(=O)N=NC(=O)OC(C)C, C1CCOC1, Oc1ccccc1. Yields the product Clc1cc(COc2ccccc2)ccn1. Reaction SMILES: [CH2:1]([P:2]([CH2:3][CH2:4][CH2:5][CH3:6])[CH2:7][CH2:8][CH2:9][CH3:10])[CH2:11][CH2:12][CH3:13].[Cl:28][c:29]1[n:30][cH:31][cH:32][c:33]([CH2:35][OH:36])[cH:34]1.[O:14]=[C:15]([O:16][CH:17]([CH3:18])[CH3:19])[N:20]=[N:21][C:22]([O:23][CH:24]([CH3:25])[CH3:26])=[O:27].[O:44]1[CH2:45][CH2:46][CH2:47][CH2:48]1.[OH:37][c:38]1[cH:39][cH:40][cH:41][cH:42][cH:43]1>>[Cl:28][c:29]1[n:30][cH:31][cH:32][c:33]([CH2:35][O:36][c:38]2[cH:39][cH:40][cH:41][cH:42][cH:43]2)[cH:34]1. The reactants are COC(CN(C(=O)CCOCCc1cccc(Br)c1)C1CCCCC1)OC, CC(C)=O, Cl. The product is O=CCN(C(=O)CCOCCc1cccc(Br)c1)C1CCCCC1. RXN SMILES: [Br:1][c:2]1[cH:3][c:4]([CH2:5][CH2:6][O:7][CH2:8][CH2:9][C:10](=[O:11])[N:12]([CH2:13][CH:14]([O:15][CH3:18])[O:16][CH3:17])[CH:19]2[CH2:20][CH2:21][CH2:22][CH2:23][CH2:24]2)[cH:25][cH:26][cH:27]1.[CH3:29][C:30](=[O:31])[CH3:32].[ClH:28]>>[Br:1][c:2]1[cH:3][c:4]([CH2:5][CH2:6][O:7][CH2:8][CH2:9][C:10](=[O:11])[N:12]([CH2:13][CH:14]=[O:15])[CH:19]2[CH2:20][CH2:21][CH2:22][CH2:23][CH2:24]2)[cH:25][cH:26][cH:27]1. Starting materials: ClC=1C=CC=2CN(CCOC2N1)C(=O)OC(C)(C)C (tert-butyl 8-chloro-2,3-dihydropyrido[3,2-f][1,4]oxazepine-4(5H)-carboxylate), C[C@H]1[C@@H](CCC1)O (trans-2-methylcyclopentanol), [H-].[Na+] (sodium hydride), O (water). Reagents/catalysts: C=1C=CC(=CC1)/C=C/C(=O)/C=C/C2=CC=CC=C2.C=1C=CC(=CC1)/C=C/C(=O)/C=C/C2=CC=CC=C2.C=1C=CC(=CC1)/C=C/C(=O)/C=C/C2=CC=CC=C2.[Pd].[Pd] (Pd2(dba)3), C=1C=CC(=CC1)P(C=2C=CC=CC2)C3=CC=C4C=CC=CC4=C3C5=C6C=CC=CC6=CC=C5P(C=7C=CC=CC7)C=8C=CC=CC8 (BINAP). The solvent is C1(=CC=CC=C1)C (toluene), C1(=CC=CC=C1)C (toluene). Reaction conditions: temperature 70 celsius, time 15 minute. Yields the product C[C@H]1[C@@H](CCC1)OC=1C=CC=2CN(CCOC2N1)C(=O)OC(C)(C)C (tert-butyl 8-[(trans-2-methylcyclopentyl)oxy]-2,3-dihydropyrido[3,2-f][1,4]oxazepine-4(5H)-carboxylate). Yield: 75.2%. RXN SMILES: [CH3:1][C@@H:2]1[CH2:6][CH2:5][CH2:4][C@H:3]1[OH:7].[H-].[Na+].Cl[C:11]1[CH:12]=[CH:13][C:14]2[CH2:15][N:16]([C:22]([O:24][C:25]([CH3:28])([CH3:27])[CH3:26])=[O:23])[CH2:17][CH2:18][O:19][C:20]=2[N:21]=1.O>C1(C)C=CC=CC=1.C1C=CC(/C=C/C(/C=C/C2C=CC=CC=2)=O)=CC=1.C1C=CC(/C=C/C(/C=C/C2C=CC=CC=2)=O)=CC=1.C1C=CC(/C=C/C(/C=C/C2C=CC=CC=2)=O)=CC=1.[Pd].[Pd].C1C=CC(P(C2C(C3C(P(C4C=CC=CC=4)C4C=CC=CC=4)=CC=C4C=3C=CC=C4)=C3C(C=CC=C3)=CC=2)C2C=CC=CC=2)=CC=1>[CH3:1][C@@H:2]1[CH2:6][CH2:5][CH2:4][C@H:3]1[O:7][C:11]1[CH:12]=[CH:13][C:14]2[CH2:15][N:16]([C:22]([O:24][C:25]([CH3:28])([CH3:27])[CH3:26])=[O:23])[CH2:17][CH2:18][O:19][C:20]=2[N:21]=1 |f:1.2,6.7.8.9.10|. Procedure details: To a solution of trans-2-methylcyclopentanol (0.18 g) in toluene (4 mL) was added sodium hydride (0.14 g), and the resulting mixture was stirred at 70° C. for 15 min under a nitrogen atmosphere. A mixture of tert-butyl 8-chloro-2,3-dihydropyrido[3,2-f][1,4]oxazepine-4(5H)-carboxylate (0.50 g), BINAP (0.033 g), Pd2(dba)3 (0.024 g) and toluene (4 mL) was added, and the resulting mixture was stirred at 100° C. for 2 hr under an argon atmosphere. The reaction solution was poured into water, and the ... Starting materials: CC(=O)Nc1ccc(OCc2ccccc2)cc1[N+](=O)[O-], CO, [Na+], [OH-], O. Yields the product Nc1ccc(OCc2ccccc2)cc1[N+](=O)[O-]. As a reaction SMILES: [C:1](=[O:2])([CH3:3])[NH:4][c:5]1[c:6]([N+:19](=[O:20])[O-:21])[cH:7][c:8]([O:11][CH2:12][c:13]2[cH:14][cH:15][cH:16][cH:17][cH:18]2)[cH:9][cH:10]1.[CH3:24][OH:25].[Na+:23].[OH-:22].[OH2:26]>>[NH2:4][c:5]1[c:6]([N+:19](=[O:20])[O-:21])[cH:7][c:8]([O:11][CH2:12][c:13]2[cH:14][cH:15][cH:16][cH:17][cH:18]2)[cH:9][cH:10]1. Starting materials: Cc1ccccc1, CC(C)c1ccc(C(=O)O)cc1, O=S(Cl)Cl, c1ccncc1. The product is CC(C)c1ccc(C(=O)Cl)cc1. RXN SMILES: [CH3:23][c:24]1[cH:25][cH:26][cH:27][cH:28][cH:29]1.[CH:1]([CH3:2])([CH3:3])[c:4]1[cH:5][cH:6][c:7]([C:8](=[O:9])[OH:10])[cH:11][cH:12]1.[S:19]([Cl:20])([Cl:21])=[O:22].[cH:13]1[cH:14][cH:15][n:16][cH:17][cH:18]1>>[CH:1]([CH3:2])([CH3:3])[c:4]1[cH:5][cH:6][c:7]([C:8](=[O:9])[Cl:21])[cH:11][cH:12]1.